This data is from the Open Reaction Database (ORD), a public repository of structured organic reaction records. The task is: describe an organic reaction: reactants, conditions, products, and yield Starting materials: Cl.C(C1=CC=CC=C1)N1CCC(CC1)(C1=CC=NC=C1)C#N (1-benzyl-4-cyano-4-(pyridin-4-yl)-piperidine hydrochloride), OO (hydrogen peroxide), OO (hydrogen peroxide), [OH-].[Na+] (sodium hydroxide), C(C)O (ethanol). The solvent is O (water). Conditions: temperature 55 celsius, time 3 hour. Yields the product N1=CC=C(C=C1)C1(CCNCC1)C(=O)N (4-(pyridin-4-yl)-piperidine-4-carboxylic acid amide). RXN SMILES: Cl.C([N:9]1[CH2:14][CH2:13][C:12]([C:21]#[N:22])([C:15]2[CH:20]=[CH:19][N:18]=[CH:17][CH:16]=2)[CH2:11][CH2:10]1)C1C=CC=CC=1.[OH-].[Na+].C([OH:27])C.OO>O>[N:18]1[CH:19]=[CH:20][C:15]([C:12]2([C:21]([NH2:22])=[O:27])[CH2:13][CH2:14][NH:9][CH2:10][CH2:11]2)=[CH:16][CH:17]=1 |f:0.1,2.3|. Procedure: Combine 1-benzyl-4-cyano-4-(pyridin-4-yl)-piperidine hydrochloride (1.6 g, 4.5 mmol), a concentrated aqueous sodium hydroxide solution (1.5 mL, 50%, 9 mmol) and ethanol (30 mL). Heat to about 55° C. Add an aqueous solution of hydrogen peroxide (3.0 mL, 30%, 26 mmol) over about 10 minutes. After 3 hours, add an aqueous solution of hydrogen peroxide (2.0 mL). After 1 hour, cool to ambient temperature and dilute with water (20 mL), concentrate in vacuo, add water (40 mL), and again concentrate in v...